Dataset: the Open Reaction Database (ORD), a public repository of structured organic reaction records. Task: describe an organic reaction: reactants, conditions, products, and yield Reactants: NC1=NC(=C(C(=N1)OS(=O)(=O)C(F)(F)F)C)C=1OC=CC1 (trifluoromethanesulfonic acid 2-amino-6-furan-2-yl-5-methyl-pyrimidin-4-yl ester), C(C1=CC=CC=C1)N (benzylamine), O (water). Solvent: COCCOC (DME). Reaction conditions: temperature 80 celsius. Yields the product C(C1=CC=CC=C1)NC1=NC(=NC(=C1C)C=1OC=CC1)N (N4-benzyl-6-furan-2-yl-5-methyl-pyrimidine-2,4-diamine). The yield is 64.9%. Reaction SMILES: [NH2:1][C:2]1[N:7]=[C:6](OS(C(F)(F)F)(=O)=O)[C:5]([CH3:16])=[C:4]([C:17]2[O:18][CH:19]=[CH:20][CH:21]=2)[N:3]=1.[CH2:22]([NH2:29])[C:23]1[CH:28]=[CH:27][CH:26]=[CH:25][CH:24]=1.O>COCCOC>[CH2:22]([NH:29][C:6]1[C:5]([CH3:16])=[C:4]([C:17]2[O:18][CH:19]=[CH:20][CH:21]=2)[N:3]=[C:2]([NH2:1])[N:7]=1)[C:23]1[CH:28]=[CH:27][CH:26]=[CH:25][CH:24]=1. Reported procedure: To a stirred solution of 250 mg (0.77 mmol) trifluoromethanesulfonic acid 2-amino-6-furan-2-yl-5-methyl-pyrimidin-4-yl ester in 10 ml DME in a pressure tube was added 0.63 ml (5.77 mmol) benzylamine and the mixture heated at 80° C. for 16 hours. The reaction mixture was then poured onto 80 ml water and cooled to 0° C. The resulting crystals were collected by filtration and washed sequentially with water, ether/hexane and a minimum quantity of ice-cold ether to afford 140 mg (65%) N4-benzyl-6-fur... RXN SMILES: [C:1](=[O:2])([O-:3])[O-:4].[CH3:35][C:36](=[O:37])[CH2:38][CH3:39].[CH:7]1([N:11]2[CH2:12][CH2:13][c:14]3[c:15]([cH:18][c:19]([OH:22])[cH:20][cH:21]3)[CH2:16][CH2:17]2)[CH2:8][CH2:9][CH2:10]1.[F:23][c:24]1[c:25]([CH2:26][Br:27])[cH:28][cH:29][c:30]([F:32])[cH:31]1.[I-:34].[K+:33].[K+:5].[K+:6]>>[CH:7]1([N:11]2[CH2:12][CH2:13][c:14]3[c:15]([cH:18][c:19]([O:22][CH2:26][c:25]4[c:24]([F:23])[cH:31][c:30]([F:32])[cH:29][cH:28]4)[cH:20][cH:21]3)[CH2:16][CH2:17]2)[CH2:8][CH2:9][CH2:10]1. Product: Fc1ccc(COc2ccc3c(c2)CCN(C2CCC2)CC3)c(F)c1. Starting materials: O=C([O-])[O-], CCC(C)=O, Oc1ccc2c(c1)CCN(C1CCC1)CC2, Fc1ccc(CBr)c(F)c1, [I-], [K+], [K+], [K+].